The task is: describe an organic reaction: reactants, conditions, products, and yield. This data is from the Open Reaction Database (ORD), a public repository of structured organic reaction records. Starting materials: COC=1C=C2C(=CN(C2=CC1OC)C)C1=CC=2C(=NC=CC2CNC2=CC=C(C=C2)N2CCOCC2)N1S(=O)(=O)C1=CC=C(C=C1)C ([2-(5,6-dimethoxy-1-methyl-1H-indol-3-yl)-1-(toluene-4-sulfonyl)-1H-pyrrolo[2,3-b]pyrid-4-ylmethyl](4-morpholin-4-ylphenyl)amine), [OH-].[K+] (potassium hydroxide). The product is COC=1C=C2C(=CN(C2=CC1OC)C)C1=CC=2C(=NC=CC2CNC2=CC=C(C=C2)N2CCOCC2)N1 ([2-(5,6-dimethoxy-1-methyl-1H-indol-3-yl)-1H-pyrrolo[2,3-b]pyrid-4-ylmethyl](4-morpholin-4-ylphenyl)amine). The yield is 55.7%. Reaction SMILES: [CH3:1][O:2][C:3]1[CH:4]=[C:5]2[C:9](=[CH:10][C:11]=1[O:12][CH3:13])[N:8]([CH3:14])[CH:7]=[C:6]2[C:15]1[N:37](S(C2C=CC(C)=CC=2)(=O)=O)[C:18]2=[N:19][CH:20]=[CH:21][C:22]([CH2:23][NH:24][C:25]3[CH:30]=[CH:29][C:28]([N:31]4[CH2:36][CH2:35][O:34][CH2:33][CH2:32]4)=[CH:27][CH:26]=3)=[C:17]2[CH:16]=1.[OH-].[K+]>>[CH3:1][O:2][C:3]1[CH:4]=[C:5]2[C:9](=[CH:10][C:11]=1[O:12][CH3:13])[N:8]([CH3:14])[CH:7]=[C:6]2[C:15]1[NH:37][C:18]2=[N:19][CH:20]=[CH:21][C:22]([CH2:23][NH:24][C:25]3[CH:26]=[CH:27][C:28]([N:31]4[CH2:32][CH2:33][O:34][CH2:35][CH2:36]4)=[CH:29][CH:30]=3)=[C:17]2[CH:16]=1 |f:1.2|. Procedure details: [2-(5,6-Dimethoxy-1-methyl-1H-indol-3-yl)-1H-pyrrolo[2,3-b]pyrid-4-ylmethyl](4-morpholin-4-ylphenyl)amine is prepared as described in Example 179a starting with 0.16 g of [2-(5,6-dimethoxy-1-methyl-1H-indol-3-yl)-1-(toluene-4-sulfonyl)-1H-pyrrolo[2,3-b]pyrid-4-ylmethyl](4-morpholin-4-ylphenyl)amine instead of the [2-(5,6-dimethoxy-1-methyl-1H-indol-3-yl)-1-(toluene-4-sulfonyl)-1H-pyrrolo[2,3-b]pyrid-4-ylmethyl] (4-trifluoromethylsulfanylbenzyl)amine used in Example 179a and 1.08 cm3 of 5N potass... The reactants are C1(=CC=CC=C1)C=1SC2=C(N1)C=CC(=C2)[N+](=O)[O-] (2-Phenyl-6-nitrobenzothiazole), [Sn](Cl)Cl (tin dichloride), N (ammonia). The solvent is Cl (HCl). Reaction conditions: temperature 100 celsius. Product: C1(=CC=CC=C1)C=1SC2=C(N1)C=CC(=C2)N (2-phenyl-6-aminobenzothiazole). Reaction SMILES: [C:1]1([C:7]2[S:8][C:9]3[CH:15]=[C:14]([N+:16]([O-])=O)[CH:13]=[CH:12][C:10]=3[N:11]=2)[CH:6]=[CH:5][CH:4]=[CH:3][CH:2]=1.[Sn](Cl)Cl.N>Cl>[C:1]1([C:7]2[S:8][C:9]3[CH:15]=[C:14]([NH2:16])[CH:13]=[CH:12][C:10]=3[N:11]=2)[CH:2]=[CH:3][CH:4]=[CH:5][CH:6]=1. Reported procedure: 2-Phenyl-6-nitrobenzothiazole (73.5 g, 0.286 mol) is added to tin dichloride (200.74 g, 0.89 mol) in 37% HCl (300 ml). The mixture is heated at 100° C. for 40 minutes. The resulting mixture is cooled and aqueous ammonia (pH=10) is added dropwise. The product is extracted with chloroform and the extracts are concentrated. The solid is recrystallized from isopropyl ether/hexane (2/1). Yield: 29.9 g (46%); Rf (9/1 chloroform/methanol): 0.68; m.p.: 199.8-201.1° C.; IR (KBr): 3450, 3305, 3190, 1619 c... The reactants are ClC=1N=C(C2=C(N1)C=C(S2)C=O)N2CCOCC2 (2-chloro-4-morpholin-4-yl-thieno[3,2-d]pyrimidine-6-carbaldehyde), Cl.C1(CC1)S(=O)(=O)N1CCNCC1 (1-cyclopropanesulfonyl-piperazine hydrochloride). Yields the product ClC=1N=C(C2=C(N1)C=C(S2)CN2CCN(CC2)S(=O)(=O)C2CC2)N2CCOCC2 (2-chloro-6-(4-cyclopropanesulfonyl-piperazin-1-ylmethyl)-4-morpholin-4-yl-thieno[3,2-d]pyrimidine). Reaction SMILES: [Cl:1][C:2]1[N:3]=[C:4]([N:13]2[CH2:18][CH2:17][O:16][CH2:15][CH2:14]2)[C:5]2[S:10][C:9]([CH:11]=O)=[CH:8][C:6]=2[N:7]=1.Cl.[CH:20]1([S:23]([N:26]2[CH2:31][CH2:30][NH:29][CH2:28][CH2:27]2)(=[O:25])=[O:24])[CH2:22][CH2:21]1>>[Cl:1][C:2]1[N:3]=[C:4]([N:13]2[CH2:18][CH2:17][O:16][CH2:15][CH2:14]2)[C:5]2[S:10][C:9]([CH2:11][N:29]3[CH2:30][CH2:31][N:26]([S:23]([CH:20]4[CH2:22][CH2:21]4)(=[O:25])=[O:24])[CH2:27][CH2:28]3)=[CH:8][C:6]=2[N:7]=1 |f:1.2|. Procedure details: 2-chloro-4-morpholin-4-yl-thieno[3,2-d]pyrimidine-6-carbaldehyde was treated with 1-cyclopropanesulfonyl-piperazine hydrochloride using General Procedure C (reductive amination) to yield 2-chloro-6-(4-cyclopropanesulfonyl-piperazin-1-ylmethyl)-4-morpholin-4-yl-thieno[3,2-d]pyrimidine. Yields the product C(C1=CC=CC=C1)OC1=CC(OC2=CC(=CC=C12)OCC(CN1CCN(CC1)CC1=CC=C(C=C1)Cl)O)=O (1-[3-(4-Benzyloxycoumarin-7-yloxy)-2-hydroxypropyl]4-(4-chlorobenzyl)piperazine). Run in C(C)O (ethanol). As a reaction SMILES: [CH2:1]([O:8][C:9]1[C:18]2[C:13](=[CH:14][C:15]([O:19][CH2:20][CH:21]3[O:23][CH2:22]3)=[CH:16][CH:17]=2)[O:12][C:11](=[O:24])[CH:10]=1)[C:2]1[CH:7]=[CH:6][CH:5]=[CH:4][CH:3]=1.[Cl:25][C:26]1[CH:38]=[CH:37][C:29]([CH2:30][N:31]2[CH2:36][CH2:35][NH:34][CH2:33][CH2:32]2)=[CH:28][CH:27]=1>C(O)C>[CH2:1]([O:8][C:9]1[C:18]2[C:13](=[CH:14][C:15]([O:19][CH2:20][CH:21]([OH:23])[CH2:22][N:34]3[CH2:33][CH2:32][N:31]([CH2:30][C:29]4[CH:37]=[CH:38][C:26]([Cl:25])=[CH:27][CH:28]=4)[CH2:36][CH2:35]3)=[CH:16][CH:17]=2)[O:12][C:11](=[O:24])[CH:10]=1)[C:2]1[CH:7]=[CH:6][CH:5]=[CH:4][CH:3]=1. Procedure details: A mixture of 4-benzyloxy-7-(2,3-epoxypropyloxy)coumarin (8.48 g; 0.026 mole), 1-(4-chlorobenzyl)piperazine (6.20 g; 0.0295 mole) and ethanol (50 ml) were refluxed together for 90 mins and allowed to cool. Evaporation of the solvent in vacuo gave an oily residue which crystallized on trituration with petrol ether. Recrystallization from methanol gave 8.67 g (62%) of title compound of m.p. 130°-133° C., νmax (mull) 1720, 1615 cm-1 ; δ (CDCl3) 2.55 (10H, m); 3.20 (1H, m); 3.48 (2H, s); 4.07 (3H bro... Yield: 62.3%. The reactants are C(C1=CC=CC=C1)OC1=CC(OC2=CC(=CC=C12)OCC1CO1)=O (4-benzyloxy-7-(2,3-epoxypropyloxy)coumarin), ClC1=CC=C(CN2CCNCC2)C=C1 (1-(4-chlorobenzyl)piperazine). The reactants are S1C2=C(C=C1[C@@H](/C=C/[C@@H]1[C@H]([C@H](CC1=O)OC1OCCCC1)C\C=C/CCCC(=O)OC)O[Si](C1=CC=CC=C1)(C1=CC=CC=C1)C(C)(C)C)C=CC=C2 ((Z)-methyl 7-((1R,2R,5S)-2-((R,E)-3-(benzo[b]thiophen-2-yl)-3-(tert-butyldiphenylsilyloxy)prop-1-enyl)-3-oxo-5-(tetrahydro-2H-pyran-2-yloxy)cyclopentyl)hept-5-enoate), C(Br)Br (methylene dibromide). Reagents/catalysts: Cl[Ti](Cl)(Cl)Cl (TiCl4), [Ti](Cl)(Cl)(Cl)Cl.C(Br)Br.[Zn] (zinc methylene dibromide titanium tetrachloride), [Zn] (zinc), [Ti](Cl)(Cl)(Cl)Cl.C(Br)Br.[Zn] (zinc methylene dibromide titanium tetrachloride). Solvent: C1CCOC1 (THF), C(Cl)Cl (DCM), C(C)(=O)OCC (ethyl acetate). Reaction conditions: temperature 0 celsius. The product is S1C2=C(C=C1[C@@H](/C=C/[C@@H]1[C@H]([C@H](CC1=C)OC1OCCCC1)C\C=C/CCCC(=O)OC)O[Si](C1=CC=CC=C1)(C1=CC=CC=C1)C(C)(C)C)C=CC=C2 ((Z)-methyl 7-((1R,2R,5S)-2-((R,E)-3-(benzo[b]thiophen-2-yl)-3-(tert-butyldiphenylsilyloxy)prop-1-enyl)-3-methylene-5-(tetrahydro-2H-pyran-2-yloxy)cyclopentyl)hept-5-enoate). As a reaction SMILES: [S:1]1[C:5]([C@H:6]([O:32][Si:33]([C:46]([CH3:49])([CH3:48])[CH3:47])([C:40]2[CH:45]=[CH:44][CH:43]=[CH:42][CH:41]=2)[C:34]2[CH:39]=[CH:38][CH:37]=[CH:36][CH:35]=2)/[CH:7]=[CH:8]/[C@H:9]2[C:13](=O)[CH2:12][C@H:11]([O:15][CH:16]3[CH2:21][CH2:20][CH2:19][CH2:18][O:17]3)[C@@H:10]2[CH2:22]/[CH:23]=[CH:24]\[CH2:25][CH2:26][CH2:27][C:28]([O:30][CH3:31])=[O:29])=[CH:4][C:3]2[CH:50]=[CH:51][CH:52]=[CH:53][C:2]1=2.[CH2:54](Br)Br>C(Cl)Cl.C1COCC1.C(OCC)(=O)C.[Ti](Cl)(Cl)(Cl)Cl.C(Br)Br.[Zn].[Zn].Cl[Ti](Cl)(Cl)Cl>[S:1]1[C:5]([C@H:6]([O:32][Si:33]([C:46]([CH3:48])([CH3:47])[CH3:49])([C:40]2[CH:41]=[CH:42][CH:43]=[CH:44][CH:45]=2)[C:34]2[CH:35]=[CH:36][CH:37]=[CH:38][CH:39]=2)/[CH:7]=[CH:8]/[C@H:9]2[C:13](=[CH2:54])[CH2:12][C@H:11]([O:15][CH:16]3[CH2:21][CH2:20][CH2:19][CH2:18][O:17]3)[C@@H:10]2[CH2:22]/[CH:23]=[CH:24]\[CH2:25][CH2:26][CH2:27][C:28]([O:30][CH3:31])=[O:29])=[CH:4][C:3]2[CH:50]=[CH:51][CH:52]=[CH:53][C:2]1=2 |f:5.6.7|. Procedure details: (Z)-Methyl 7-((1R,2R,5S)-2-((R,E)-3-(benzo[b]thiophen-2-yl)-3-(tert-butyldiphenylsilyloxy)prop-1-enyl)-3-oxo-5-(tetrahydro-2H-pyran-2-yloxy)cyclopentyl)hept-5-enoate (15a, limiting reagent) is dissolved in DCM (0.05 M) under a nitrogen atmosphere and cooled to 0° C. A solution consisting of zinc methylene dibromide titanium tetrachloride is prepared by combining zinc dust (2.3 g) in THF (40 mL) with methylene dibromide (0.81 mL) at −40° C. under a nitrogen atmosphere. To the suspension is slowly... Reactants: ClC1=C(C=C(C(=C1)[N+](=O)[O-])Cl)Cl (1,2,4-trichloro-5-nitrobenzene), CN(N)C (1,1-dimethylhydrazine). Product: CN(NC1=CC(=C(C=C1[N+](=O)[O-])Cl)Cl)C (1,1-dimethyl-2-(3,4-dichloro-6-nitrophenyl)hydrazine). As a reaction SMILES: [Cl:1][C:2]1[CH:7]=[C:6]([N+:8]([O-:10])=[O:9])[C:5](Cl)=[CH:4][C:3]=1[Cl:12].[CH3:13][N:14]([CH3:16])[NH2:15]>>[CH3:13][N:14]([CH3:16])[NH:15][C:5]1[C:6]([N+:8]([O-:10])=[O:9])=[CH:7][C:2]([Cl:1])=[C:3]([Cl:12])[CH:4]=1. Procedure details: Reaction of 1,2,4-trichloro-5-nitrobenzene with 1,1-dimethylhydrazine as described in Example I gave the desired product, m.p. 138°-143° C. The reactants are BrC1=CC(=C(N)C=C1Cl)C (4-bromo-5-chloro-2-methylaniline), ClN1C(CCC1=O)=O (N-chlorosuccinimide). Yields the product BrC1=C(C(=C(N)C(=C1)C)Cl)Cl (4-bromo-2,3-dichloro-6-methylaniline). Procedure: This material was prepared from 4-bromo-5-chloro-2-methylaniline by chlorination with N-chlorosuccinimide. The product was isolated as a solid, m.p. 66°-68° C. The product was characterized by IR and 1H NMR spectroscopy and combustion analysis. RXN SMILES: [Br:1][C:2]1[C:8]([Cl:9])=[CH:7][C:5]([NH2:6])=[C:4]([CH3:10])[CH:3]=1.[Cl:11]N1C(=O)CCC1=O>>[Br:1][C:2]1[CH:3]=[C:4]([CH3:10])[C:5]([NH2:6])=[C:7]([Cl:11])[C:8]=1[Cl:9]. Starting materials: N1=C(C=CC2=CC=CC=C12)COC=1C=C(CCl)C=CC1 (3-(2-quinolinylmethyloxy)benzyl chloride), C([O-])([O-])=O.[K+].[K+] (potassium carbonate), O (water). Solvent: CN(C)C=O (DMF). Product: N1=C(C=CC2=CC=CC=C12)COC=1C=C(COC=2C=C(C#N)C=CC2)C=CC1 (3-[3-(2-quinolinylmethyloxy)benzyloxy]benzonitrile). Reaction SMILES: [N:1]1[C:10]2[C:5](=[CH:6][CH:7]=[CH:8][CH:9]=2)[CH:4]=[CH:3][C:2]=1[CH2:11][O:12][C:13]1[CH:14]=[C:15]([CH:18]=[CH:19][CH:20]=1)[CH2:16]Cl.[C:21](=[O:24])([O-])[O-].[K+].[K+].O>CN(C=O)C>[N:1]1[C:10]2[C:5](=[CH:6][CH:7]=[CH:8][CH:9]=2)[CH:4]=[CH:3][C:2]=1[CH2:11][O:12][C:13]1[CH:14]=[C:15]([CH:18]=[CH:19][CH:20]=1)[CH2:16][O:24][C:21]1[CH:6]=[C:5]([CH:4]=[CH:3][CH:2]=1)[C:10]#[N:1] |f:1.2.3|. Procedure details: A solution of 0.65 g (5.4 mmol) 3-hydroxybenzoinitirle, 1.5 g (5.3 mmol) of 3-(2-quinolinylmethyloxy)benzyl chloride, and 0.75 g (5.4 mmol) of potassium carbonate in 15 ml of DMF is heated at 60° C. overnight. The reaction mixture is poured into water. The precipitated product is collected on a filter and purified by dry column chromatography to give 3-[3-(2-quinolinylmethyloxy)benzyloxy]benzonitrile. (M.P. 86°-87° C.)